This data is from the Open Reaction Database (ORD), a public repository of structured organic reaction records. The task is: describe an organic reaction: reactants, conditions, products, and yield The reactants are C(C)(C)(C)OC(=O)N(CCN(S(=O)(=O)C1=CC=2C3=C(C(NC2C=C1)=O)NC=C3)CC#C)C(C)C.C(CC)C(=O)[O-] (8-{[2-(tert-butoxycarbonyl-isopropyl-amino)-ethyl]-prop-2-ynyl-sulfamoyl}-4-oxo-4,5-dihydro-3H-pyrrolo[2,3-c]quinoline 1-propyl carboxylate), solution, Cl (hydrochloric acid). Solvent: C(C)OCC (diethyl ether). Product: C(C)(C)NCCN(S(=O)(=O)C1=CC=2C3=C(C(NC2C=C1)=O)NC=C3)CC#C.Cl.C(CC)C(=O)O (8-[(2-isopropylamino-ethyl)-prop-2-ynyl-sulfamoyl]-4-oxo-4,5-dihydro-3H-pyrrolo[2,3-c]quinoline 1-propyl carboxylate hydrochloride). As a reaction SMILES: C(OC([N:8]([CH:32]([CH3:34])[CH3:33])[CH2:9][CH2:10][N:11]([CH2:29][C:30]#[CH:31])[S:12]([C:15]1[CH:24]=[CH:23][C:22]2[NH:21][C:20](=[O:25])[C:19]3[NH:26][CH:27]=[CH:28][C:18]=3[C:17]=2[CH:16]=1)(=[O:14])=[O:13])=O)(C)(C)C.[CH2:35]([C:38]([O-:40])=[O:39])[CH2:36][CH3:37].[ClH:41]>C(OCC)C>[CH:32]([NH:8][CH2:9][CH2:10][N:11]([CH2:29][C:30]#[CH:31])[S:12]([C:15]1[CH:24]=[CH:23][C:22]2[NH:21][C:20](=[O:25])[C:19]3[NH:26][CH:27]=[CH:28][C:18]=3[C:17]=2[CH:16]=1)(=[O:14])=[O:13])([CH3:34])[CH3:33].[ClH:41].[CH2:35]([C:38]([OH:40])=[O:39])[CH2:36][CH3:37] |f:0.1,4.5.6|. Procedure details: This compound is prepared according to synthesis 139, from 57 mg (0.1 mmol) of 8-{[2-(tert-butoxycarbonyl-isopropyl-amino)-ethyl]-prop-2-ynyl-sulfamoyl}-4-oxo-4,5-dihydro-3H-pyrrolo[2,3-c]quinoline-1-propyl carboxylate and 2.5 mL (5 mmol) of a 2M solution of hydrochloric acid in diethyl ether to give, after filtration, 42 mg (82%) of 8-[(2-isopropylamino-ethyl)-prop-2-ynyl-sulfamoyl]-4-oxo-4,5-dihydro-3H-pyrrolo[2,3-c]quinoline-1-propyl carboxylate hydrochloride in the form of a white solid. The reactants are BrC=1C=C2C=3N(C(C(NC3C1)=O)=O)[C@@H](C[C@H]2C)CC(=O)O (trans-9-bromo-5-carboxymethyl-7-methyl-6,7-dihydro-1H, 5H-pyrido[1,2,3-de]quinoxaline-2,3-dione), NC1=CC=CC=C1 (aniline). Yields the product BrC=1C=C2C=3N(C(C(NC3C1)=O)=O)[C@@H](C[C@H]2C)CC(NC2=CC=CC=C2)=O (trans-9-Bromo-7-methyl-5-phenylcarbamoylmethyl-6,7-dihydro-1H, 5H-pyrido[1,2,3-de]quinoxaline-2,3-dione). Isolated yield 87.9%. As a reaction SMILES: [Br:1][C:2]1[CH:3]=[C:4]2[C@H:16]([CH3:17])[CH2:15][C@@H:14]([CH2:18][C:19](O)=[O:20])[N:6]3[C:7](=[O:13])[C:8](=[O:12])[NH:9][C:10]([CH:11]=1)=[C:5]23.[NH2:22][C:23]1[CH:28]=[CH:27][CH:26]=[CH:25][CH:24]=1>>[Br:1][C:2]1[CH:3]=[C:4]2[C@H:16]([CH3:17])[CH2:15][C@@H:14]([CH2:18][C:19](=[O:20])[NH:22][C:23]3[CH:28]=[CH:27][CH:26]=[CH:25][CH:24]=3)[N:6]3[C:7](=[O:13])[C:8](=[O:12])[NH:9][C:10]([CH:11]=1)=[C:5]23. Procedure details: A procedure similar to that described in Example 5 was carried out with trans-9-bromo-5-carboxymethyl-7-methyl-6,7-dihydro-1H, 5H-pyrido[1,2,3-de]quinoxaline-2,3-dione (90 mg, 0.255 mmol) and aniline (25 μL, 0.28 mmol) to give 96 mg of the title compound (88%): mp>300° C.; 1H NMR (270 MHz, DMSO-d6) δ12.09 (bs, 1H), 7.56 (d, 2H, J=7.3 Hz), 7.32 (d, 1H, J=2 Hz), 7.30 (t, 2H, J=7.3 Hz), 7.21 (d, 1H, J=2 Hz), 7.05 (t, 1H, J=7.3 Hz), 5.15~5.25 (m, 1H), 3.19 (ddq, 1H, J=12.5, 4.6, 6.6 Hz), 2.55~2.70 (... Reactants: [Al+3], [Cl-], [Cl-], [Cl-], Cl, Cc1ccccc1F, O=C1CCC(=O)O1. Product: Cc1cc(C(=O)CCC(=O)O)ccc1F. As a reaction SMILES: [Al+3:9].[Cl-:10].[Cl-:11].[Cl-:8].[ClH:12].[F:13][c:14]1[c:15]([CH3:20])[cH:16][cH:17][cH:18][cH:19]1.[O:1]=[C:2]1[CH2:3][CH2:4][C:5](=[O:6])[O:7]1>>[O:1]=[C:2]([CH2:3][CH2:4][C:5](=[O:6])[c:17]1[cH:16][c:15]([CH3:20])[c:14]([F:13])[cH:19][cH:18]1)[OH:7]. The reactants are CC(=O)O, ClCCl, c1ccc2c(c1)CCO2, O, O=[N+]([O-])O. The product is O=[N+]([O-])c1ccc2c(c1)CCO2. RXN SMILES: [CH3:15][C:16](=[O:17])[OH:18].[Cl:19][CH2:20][Cl:21].[O:1]1[CH2:2][CH2:3][c:4]2[c:5]1[cH:6][cH:7][cH:8][cH:9]2.[OH2:14].[OH:10][N+:11]([O-:12])=[O:13]>>[O:1]1[CH2:2][CH2:3][c:4]2[c:5]1[cH:6][cH:7][c:8]([N+:11](=[O:10])[O-:12])[cH:9]2. Reactants: C1(CC1)C1=C(N(C=2C=NN(C(C21)=O)COCC[Si](C)(C)C)COCC[Si](C)(C)C)C2=C1C=CC(OC1=C(C=C2)OC(F)F)(C)C (3-cyclopropyl-2-(8-difluoromethoxy-2,2-dimethyl-2H-chromen-5-yl)-1,5-bis(2-trimethylsilylethoxymethyl)-1,5-dihydropyrrolo[2,3-d]pyridazin-4-one), C1(CC1)OC=1C=C(C=CC1OC(F)F)C1=C(C2=C(C=NN(C2=O)COCC[Si](C)(C)C)N1COCC[Si](C)(C)C)C (2-(3-cyclopropoxy-4-difluoromethoxyphenyl)-3-methyl-1,5-bis(2-trimethylsilylethoxymethyl)-1,5-dihydropyrrolo[2,3-d]pyridazin-4-one). The product is C1(CC1)C1=C(NC=2C=NN(C(C21)=O)COCC[Si](C)(C)C)C2=C1C=CC(OC1=C(C=C2)OC(F)F)(C)C (3-Cyclopropyl-2-(8-difluoromethoxy-2,2-dimethyl-2H-chromen-5-yl)-5-(2-trimethylsilylethoxymethyl)-1,5-dihydropyrrolo[2,3-d]pyridazin-4-one). The yield is 84.0%. RXN SMILES: [CH:1]1([C:4]2[C:12]3[C:11](=[O:13])[N:10]([CH2:14][O:15][CH2:16][CH2:17][Si:18]([CH3:21])([CH3:20])[CH3:19])[N:9]=[CH:8][C:7]=3[N:6](COCC[Si](C)(C)C)[C:5]=2[C:30]2[CH:39]=[CH:38][C:37]([O:40][CH:41]([F:43])[F:42])=[C:36]3[C:31]=2[CH:32]=[CH:33][C:34]([CH3:45])([CH3:44])[O:35]3)[CH2:3][CH2:2]1.C1(OC2C=C(C3N(COCC[Si](C)(C)C)C4C=NN(COCC[Si](C)(C)C)C(=O)C=4C=3C)C=CC=2OC(F)F)CC1>>[CH:1]1([C:4]2[C:12]3[C:11](=[O:13])[N:10]([CH2:14][O:15][CH2:16][CH2:17][Si:18]([CH3:21])([CH3:20])[CH3:19])[N:9]=[CH:8][C:7]=3[NH:6][C:5]=2[C:30]2[CH:39]=[CH:38][C:37]([O:40][CH:41]([F:43])[F:42])=[C:36]3[C:31]=2[CH:32]=[CH:33][C:34]([CH3:45])([CH3:44])[O:35]3)[CH2:3][CH2:2]1. Procedure details: Reaction and post treatment were carried out in the same manner as in Example 4-(b) except for using 1.35 g (containing an amount corresponding to 2.00 mmol) of 3-cyclopropyl-2-(8-difluoromethoxy-2,2-dimethyl-2H-chromen-5-yl)-1,5-bis(2-trimethylsilylethoxymethyl)-1,5-dihydropyrrolo[2,3-d]pyridazin-4-one obtained in Example 55-(a) in place of 2-(3-cyclopropoxy-4-difluoromethoxyphenyl)-3-methyl-1,5-bis(2-trimethylsilylethoxymethyl)-1,5-dihydropyrrolo[2,3-d]pyridazin-4-one, whereby 907 mg of the ti... Starting materials: C(#N)C1N(CCC1)C(=O)OC(C)(C)C (tert-butyl 2-cyanopyrrolidine-1-carboxylate), C(CCCCCCC)C1=CC=C(C(=O)O)C=C1 (4-octylbenzoic acid). Product: C(CCCCCCC)C1=CC=C(C(=O)N2C(CCC2)C#N)C=C1 (1-(4-octylbenzoyl)pyrrolidine-2-carbonitrile). RXN SMILES: [C:1]([CH:3]1[CH2:7][CH2:6][CH2:5][N:4]1[C:8]([O:10]C(C)(C)C)=O)#[N:2].[CH2:15]([C:23]1[CH:31]=[CH:30][C:26](C(O)=O)=[CH:25][CH:24]=1)[CH2:16][CH2:17][CH2:18][CH2:19][CH2:20][CH2:21][CH3:22]>>[CH2:15]([C:23]1[CH:24]=[CH:25][C:26]([C:8]([N:4]2[CH2:5][CH2:6][CH2:7][CH:3]2[C:1]#[N:2])=[O:10])=[CH:30][CH:31]=1)[CH2:16][CH2:17][CH2:18][CH2:19][CH2:20][CH2:21][CH3:22]. Reported procedure: General procedure D was used to deprotect 19 (1.2 mmol, 0.24 g). The product was immediately carried on and coupled to 2 (1.2 mmol, 0.281 g) using general procedure F. After standard work up procedures the title product was recovered from flash chromatography to yield 0.238 g (0.76 mmol) after two steps. 1H NMR (500 MHz, CDCl3) δ 7.50 (d, J=8.1, 2H), 7.21 (dd, J=7.9, 14.6, 2H), 4.91 (s, 0.5H), 4.66 (s, 0.5H), 3.67 (s, 1H), 3.56 (s, 1H), 2.66-2.60 (m, 2H), 2.32 (s, 1H), 2.17 (s, 1H), 2.01 (s, 1H)... Reactants: C(C)OC(CCC1=C(C=C(C=C1)OCCC=1N=C(OC1C)C1=CC=CC=C1)O)=O (3-{2-Hydroxy-4-[2-(5-methyl-2-phenyl-oxazol-4-yl)-ethoxy]-phenyl}-propionic acid ethyl ester), [Li+].[OH-] (LiOH), Br.BrCC1=NC=CC=C1 (2-bromomethylpyridine hydrobromide), [H-].[Na+] (Sodium hydride). As a reaction SMILES: C([O:3][C:4](=[O:29])[CH2:5][CH2:6][C:7]1[CH:12]=[CH:11][C:10]([O:13][CH2:14][CH2:15][C:16]2[N:17]=[C:18]([C:22]3[CH:27]=[CH:26][CH:25]=[CH:24][CH:23]=3)[O:19][C:20]=2[CH3:21])=[CH:9][C:8]=1[OH:28])C.Br.Br[CH2:32][C:33]1[CH:38]=[CH:37][CH:36]=[CH:35][N:34]=1.[H-].[Na+].[Li+].[OH-]>O1CCCC1>[CH3:21][C:20]1[O:19][C:18]([C:22]2[CH:23]=[CH:24][CH:25]=[CH:26][CH:27]=2)=[N:17][C:16]=1[CH2:15][CH2:14][O:13][C:10]1[CH:11]=[CH:12][C:7]([CH2:6][CH2:5][C:4]([OH:3])=[O:29])=[C:8]([O:28][CH2:32][C:33]2[CH:38]=[CH:37][CH:36]=[CH:35][N:34]=2)[CH:9]=1 |f:1.2,3.4,5.6|. The yield is 7.3%. Conditions: time 24 hour. Reported procedure: 3-{2-Hydroxy-4-[2-(5-methyl-2-phenyl-oxazol-4-yl)-ethoxy]-phenyl}-propionic acid ethyl ester (100 mg, 0.25 mmol) and 2-bromomethylpyridine hydrobromide (70 mg, 0.28 mmol) were combined in anhydrous tetrahydrofuran (1 mL) and purged with nitrogen. Sodium hydride (60% in mineral oil, 21 mg, 0.53 mmol) was added. After stirring 24 hours, excess LiOH (1 M) was added, and stirring was continued an additional 24 hours. The reaction mixture was evaporated and chromatographed (silica gel, gradient of 5%... Product: CC1=C(N=C(O1)C1=CC=CC=C1)CCOC1=CC(=C(C=C1)CCC(=O)O)OCC1=NC=CC=C1 (3-[4-[2-(5-Methyl-2-phenyl-oxazol-4-yl)-ethoxy]-2-(pyridin-2-ylmethoxy)-phenyl]-propionic Acid). Solvent: O1CCCC1 (tetrahydrofuran). Run at time 2 day. Reactants: C(C)(C)(C)[Si](OC[C@@H]([C@@H](C)O[Si](C)(C)C(C)(C)C)CN1C2=NC(=NC(=C2N=C1)Cl)N)(C)C ((2S,3R)-1,3-Bis((tert-Butyl)dimethylsiloxy)-2-((2-amino-6-chloro-9H-purin-9-yl)methyl)butane), C(=O)(C(F)(F)F)O (TFA). The product is NC=1NC(C=2N=CN(C2N1)C[C@@H](CO)[C@@H](C)O)=O ((2S,3R)-2-((2-Amino-1,6-dihydro-6-oxopurin-9-yl)methyl)butane-1,3-diol). The solvent is O (water). RXN SMILES: C([Si](C)(C)[O:6][CH2:7][C@H:8]([CH2:19][N:20]1[CH:28]=[N:27][C:26]2[C:21]1=[N:22][C:23]([NH2:30])=[N:24][C:25]=2Cl)[C@H:9]([O:11][Si](C(C)(C)C)(C)C)[CH3:10])(C)(C)C.C(O)(C(F)(F)F)=[O:34]>O>[NH2:30][C:23]1[NH:24][C:25](=[O:34])[C:26]2[N:27]=[CH:28][N:20]([CH2:19][C@H:8]([C@H:9]([OH:11])[CH3:10])[CH2:7][OH:6])[C:21]=2[N:22]=1. Procedure details: A solution of 36 (1.8 g, 3.6 mmol) in a mixture of TFA (60 ml) and water (20 ml) was kept at room temperature for 2 days until almost no starting material was found by HPLC analysis. The reaction was concentrated, co-evaporated with water (3×100 ml) and re-dissolved in ˜5 ml of acetonitrile. Ethyl ether (˜50 ml) was added to precipitate 0.84 g of 37 as a TFA salt. The salt was dissolved in ˜7 ml of ethanol, treated with 0.5 ml of triethylamine and allowed to crystallize at −20° C. for 2 hrs. The... Isolated yield 70.0%. As a reaction SMILES: [NH3:1].Cl[C:3]1[C:4]2[C:11]([I:12])=[CH:10][N:9]([CH2:13][CH2:14][C@@H:15]([NH:18][C:19](=[O:25])[O:20][C:21]([CH3:24])([CH3:23])[CH3:22])[CH:16]=[CH2:17])[C:5]=2[N:6]=[CH:7][N:8]=1.O>COCCOC>[NH2:1][C:3]1[C:4]2[C:11]([I:12])=[CH:10][N:9]([CH2:13][CH2:14][C@@H:15]([NH:18][C:19](=[O:25])[O:20][C:21]([CH3:24])([CH3:23])[CH3:22])[CH:16]=[CH2:17])[C:5]=2[N:6]=[CH:7][N:8]=1. Run at temperature 105 celsius, time 8 hour. Solvent: COCCOC (DME). The reactants are N (ammonia), ClC=1C2=C(N=CN1)N(C=C2I)CC[C@H](C=C)NC(OC(C)(C)C)=O ((R)-tert-butyl (5-(4-chloro-5-iodo-7H-pyrrolo[2,3-d]pyrimidin-7-yl)pent-1-en-3-yl)carbamate), O (water). Procedure details: 28% aqueous ammonia (17.5 ml) was added to a solution of (R)-tert-butyl (5-(4-chloro-5-iodo-7H-pyrrolo[2,3-d]pyrimidine-7-yl)pent-1-en-3-yl)carbamate (3.49 g) obtained in Step 4 in DME (17.5 ml), and the mixture was stirred in an autoclave at an internal temperature of 105° C. for 8 hours. After cooling the reaction mixture, water (70 ml) was added thereto, and the mixture was stirred at room temperature for 4 hours. The resulting precipitate was collected by filtration, washed with water, and d... The product is NC=1C2=C(N=CN1)N(C=C2I)CC[C@H](C=C)NC(OC(C)(C)C)=O ((R)-tert-butyl (5-(4-amino-5-iodo-7H-pyrrolo[2,3-d]pyrimidin-7-yl)pent-1-en-3-yl)carbamate).